Dataset: the Open Reaction Database (ORD), a public repository of structured organic reaction records. Task: describe an organic reaction: reactants, conditions, products, and yield As a reaction SMILES: [NH2:1][C:2]1[C:3]([C:7]2[NH:23][C:10]3=[CH:11][C:12]4[C:13]([CH3:22])([CH3:21])[C:14](=[O:20])[N:15]([CH2:18][CH3:19])[C:16]=4[CH:17]=[C:9]3[N:8]=2)=[N:4][NH:5][CH:6]=1.[O:24]([CH:31]([CH3:35])[C:32](O)=[O:33])[C:25]1[CH:30]=[CH:29][CH:28]=[CH:27][CH:26]=1>>[CH2:18]([N:15]1[C:16]2[CH:17]=[C:9]3[N:8]=[C:7]([C:3]4[C:2]([NH:1][C:32](=[O:33])[CH:31]([O:24][C:25]5[CH:26]=[CH:27][CH:28]=[CH:29][CH:30]=5)[CH3:35])=[CH:6][NH:5][N:4]=4)[NH:23][C:10]3=[CH:11][C:12]=2[C:13]([CH3:22])([CH3:21])[C:14]1=[O:20])[CH3:19]. Product: C(C)N1C(C(C=2C=C3C(=CC12)N=C(N3)C3=NNC=C3NC(C(C)OC3=CC=CC=C3)=O)(C)C)=O (N-[3-(5-Ethyl-7,7-dimethyl-6-oxo-1,5,6,7-tetrahydro-imidazo[4,5-f]indol-2-yl)-1H-pyrazol-4-yl]-2-phenoxy-propionamide), powder. Reactants: NC=1C(=NNC1)C1=NC=2C(=CC=3C(C(N(C3C2)CC)=O)(C)C)N1 (2-(4-amino-1H-pyrazol-3-yl)-5-ethyl-7,7-dimethyl-5,7-dihydro-1H-imidazo[4,5-f]indol-6-one), O(C1=CC=CC=C1)C(C(=O)O)C (2-phenoxypropionic acid). The yield is 4.0%. Procedure: N-[3-(5-Ethyl-7,7-dimethyl-6-oxo-1,5,6,7-tetrahydro-imidazo[4,5-f]indol-2-yl)-1H-pyrazol-4-yl]-2-phenoxy-propionamide was prepared using 2-(4-amino-1H-pyrazol-3-yl)-5-ethyl-7,7-dimethyl-5,7-dihydro-1H-imidazo[4,5-f]indol-6-one (250 mg, 0.81 mmol) and 2-phenoxypropionic acid (147 mg, 0.89 mmol). The title compound was obtained as white powder (15 mg, 4%). Starting materials: [OH-].[Na+] (sodium hydroxide), COC(CNC)OC (Methylaminoacetaldehyde dimethyl acetal), S1C(=CC=C1)C#N (thiophene-2-carbonitrile), Cl (hydrochloric acid), C(C)(=O)OCC (ethyl acetate). The reagents and catalysts are [Cu]Cl (copper(I) chloride). Run in CO (methanol). Conditions: temperature 85 celsius, time 5 minute. Yields the product CN1C(=NC=C1)C=1SC=CC1 (1-methyl-2-(2-thienyl)-1H-imidazole). As a reaction SMILES: CO[CH:3](OC)[CH2:4][NH:5]C.[S:9]1[CH:13]=[CH:12][CH:11]=[C:10]1[C:14]#[N:15].Cl.[OH-].[Na+].[C:19](OCC)(=O)C>[Cu]Cl.CO>[CH3:19][N:15]1[CH:3]=[CH:4][N:5]=[C:14]1[C:10]1[S:9][CH:13]=[CH:12][CH:11]=1 |f:3.4|. Procedure: Methylaminoacetaldehyde dimethyl acetal (0.50 ml, 3.9 mmol), thiophene-2-carbonitrile (0.36 ml, 3.9 mmol) and copper(I) chloride (481 mg, 4.86 mmol) were combined in a sealed tube and heated to 85° C. for 12 hours. The mixture was allowed to reach ambient temperature, and methanol (2 ml) was added, followed with hydrochloric acid (4.8 M, 2.0 ml, 9.7 mmol). The resulting mixture was refluxed for 4 hours and concentrated under reduced pressure to remove methanol. The mixture was placed over an ice... Starting materials: CC1=C2C=C(NC2=CC=C1)C(=O)OC (methyl 4-methylindole-2-carboxylate), [OH-].[K+] (potassium hydroxide). Yields the product CC1=C2C=C(NC2=CC=C1)C(=O)O (4-Methylindole-2-carboxylic acid). Reaction SMILES: [CH3:1][C:2]1[CH:10]=[CH:9][CH:8]=[C:7]2[C:3]=1[CH:4]=[C:5]([C:11]([O:13]C)=[O:12])[NH:6]2.[OH-].[K+]>>[CH3:1][C:2]1[CH:10]=[CH:9][CH:8]=[C:7]2[C:3]=1[CH:4]=[C:5]([C:11]([OH:13])=[O:12])[NH:6]2 |f:1.2|. Procedure details: Following the general procedure of PREPARATION 63 and making non-critical variations but starting with methyl 4-methylindole-2-carboxylate (PREPARATION 85, 4.94 g), potassium hydroxide (1.75 g), the title compound is obtained, NMR (300 MHz, CD3OD) 7.24, 7.19, 7.12, 6.85 and 2.51 δ.